From a dataset of the Open Reaction Database (ORD), a public repository of structured organic reaction records. describe an organic reaction: reactants, conditions, products, and yield Starting materials: CC1(N(C1)P(=O)(N1C(C1)(C)C)Cl)C (P,P-bis(2,2-dimethyl-1-aziridinyl)phosphinoyl chloride), CN (methylamine). Solvent: C1CCOC1 (THF). Reaction conditions: temperature -15 celsius, time 8 hour. Yields the product CC1(N(C1)P(NC)(=O)N1C(C1)(C)C)C (P,P-bis(2,2-dimethyl-1-aziridinyl)-N-methylphosphinic amide). Yield: 75.0%. As a reaction SMILES: [CH3:1][C:2]1([CH3:13])[CH2:4][N:3]1[P:5](Cl)([N:7]1[CH2:9][C:8]1([CH3:11])[CH3:10])=[O:6].[CH3:14][NH2:15]>C1COCC1>[CH3:1][C:2]1([CH3:13])[CH2:4][N:3]1[P:5]([N:7]1[CH2:9][C:8]1([CH3:11])[CH3:10])(=[O:6])[NH:15][CH3:14]. Reported procedure: A solution comprising 0.025 moles of P,P-bis(2,2-dimethyl-1-aziridinyl)phosphinoyl chloride in about 170 milliliters of THF, prepared in accordance with Example 1, was cooled to -15° C. and a saturated excess of gaseous methylamine was introduced to the solution through a bubbler tube in accord with the process of Example 2. The vessel and contents were warmed to about 4° C. and the saturated solution was allowed to sit overnight with constant stirring at that temperature. The resulting slurry w... The reactants are [OH-].[Na+] (sodium hydroxide), C(CCCCCC)NC(N(C)C=1C=C(C=CC1)C1=C(C=C(C=C1)CCC(=O)OC)OCCCCC)=O (methyl 3-[3′-(3-heptyl-1-methylureido)-2-pentyloxybiphenyl-4-yl]propanoate). Run in O1CCCC1.CO (tetrahydrofuran methanol). Yields the product C(CCCCCC)NC(N(C)C=1C=C(C=CC1)C1=C(C=C(C=C1)CCC(=O)O)OCCCCC)=O (3-[3′-(3-heptyl-1-methylureido)-2-pentyloxybiphenyl-4-yl]propanoic acid). Yield: 77.0%. Reaction SMILES: [OH-].[Na+].[CH2:3]([NH:10][C:11](=[O:38])[N:12]([C:14]1[CH:15]=[C:16]([C:20]2[CH:25]=[CH:24][C:23]([CH2:26][CH2:27][C:28]([O:30]C)=[O:29])=[CH:22][C:21]=2[O:32][CH2:33][CH2:34][CH2:35][CH2:36][CH3:37])[CH:17]=[CH:18][CH:19]=1)[CH3:13])[CH2:4][CH2:5][CH2:6][CH2:7][CH2:8][CH3:9]>O1CCCC1.CO>[CH2:3]([NH:10][C:11](=[O:38])[N:12]([C:14]1[CH:15]=[C:16]([C:20]2[CH:25]=[CH:24][C:23]([CH2:26][CH2:27][C:28]([OH:30])=[O:29])=[CH:22][C:21]=2[O:32][CH2:33][CH2:34][CH2:35][CH2:36][CH3:37])[CH:17]=[CH:18][CH:19]=1)[CH3:13])[CH2:4][CH2:5][CH2:6][CH2:7][CH2:8][CH3:9] |f:0.1,3.4|. Reported procedure: In a manner similar to that of Example (19g), by reaction of 400 mg (10 mmol, 14 eq) of sodium hydroxide and methyl 3-[3′-(3-heptyl-1-methylureido)-2-pentyloxybiphenyl-4-yl]propanoate, obtained in the preceding step, in 10 ml of a tetrahydrofuran/methanol mixture (8/2), and after crystallization from pentane, 260 mg of 3-[3′-(3-heptyl-1-methylureido)-2-pentyloxybiphenyl-4-yl]propanoic acid are obtained in the form of a white powder (m.p.=69° C.). Yield=77% over the two steps. Starting materials: ClC=1N=CC2=C(N(CC(C(N2)=O)(F)F)CCCC2=CC=CC=C2)N1 (2-chloro-7,7-difluoro-9-(3-phenyl-propyl)-5,7,8,9-tetrahydro-pyrimido[4,5-b][1,4]diazepin-6-one), C([O-])([O-])=O.[Cs+].[Cs+] (cesium carbonate), IC (iodomethane). Run in CN(C=O)C (dimethylformamide). Reaction conditions: time 4 hour. Product: ClC=1N=CC2=C(N(CC(C(N2C)=O)(F)F)CCCC2=CC=CC=C2)N1 (2-chloro-7,7-difluoro-5-methyl-9-(3-phenyl-propyl)-5,7,8,9-tetrahydro-pyrimido[4,5-b][1,4]diazepin-6-one). Yield: 95.4%. As a reaction SMILES: [Cl:1][C:2]1[N:3]=[CH:4][C:5]2[NH:11][C:10](=[O:12])[C:9]([F:14])([F:13])[CH2:8][N:7]([CH2:15][CH2:16][CH2:17][C:18]3[CH:23]=[CH:22][CH:21]=[CH:20][CH:19]=3)[C:6]=2[N:24]=1.[C:25](=O)([O-])[O-].[Cs+].[Cs+].IC>CN(C)C=O>[Cl:1][C:2]1[N:3]=[CH:4][C:5]2[N:11]([CH3:25])[C:10](=[O:12])[C:9]([F:14])([F:13])[CH2:8][N:7]([CH2:15][CH2:16][CH2:17][C:18]3[CH:23]=[CH:22][CH:21]=[CH:20][CH:19]=3)[C:6]=2[N:24]=1 |f:1.2.3|. Reported procedure: To a solution of 1.0 g (0.0028 mole) of 2-chloro-7,7-difluoro-9-(3-phenyl-propyl)-5,7,8,9-tetrahydro-pyrimido[4,5-b][1,4]diazepin-6-one (VI-281) in 20 mL of dimethylformamide was added 1.4 g (0.0042 mole) of cesium carbonate, followed by 0.53 mL (0.0084 mole) of iodomethane. After stirring four hours, the mixture filtered and then concentrated under reduced pressure. Ice water and dichloromethane were added. The mixture was extracted with dichloromethane twice. The combined organic layers were w... Reactants: [Al+3], C1CCOC1, CCOC(=O)c1sc(C)nc1C, [H-], [H-], [H-], [H-], [Li+], [Na+], [OH-], O. Product: Cc1nc(C)c(CO)s1. RXN SMILES: [Al+3:15].[CH2:22]1[O:23][CH2:24][CH2:25][CH2:26]1.[CH3:1][c:2]1[s:3][c:4]([C:8](=[O:9])[O:10][CH2:11][CH3:12])[c:5]([CH3:7])[n:6]1.[H-:13].[H-:16].[H-:17].[H-:18].[Li+:14].[Na+:21].[OH-:20].[OH2:19]>>[CH3:1][c:2]1[s:3][c:4]([CH2:8][OH:9])[c:5]([CH3:7])[n:6]1.